Task: describe an organic reaction: reactants, conditions, products, and yield. Dataset: the Open Reaction Database (ORD), a public repository of structured organic reaction records Reactants: OCCc1cccc(Br)c1, [Li]CCCC, CN(C)CCN(C)C, CN(C)C=O, CCOCC. Yields the product O=Cc1cccc(CCO)c1. RXN SMILES: [Br:1][c:2]1[cH:3][c:4]([CH2:8][CH2:9][OH:10])[cH:5][cH:6][cH:7]1.[CH2:19]([Li:20])[CH2:21][CH2:22][CH3:23].[CH3:11][N:12]([CH3:13])[CH2:14][CH2:15][N:16]([CH3:17])[CH3:18].[CH3:24][N:25]([CH:26]=[O:27])[CH3:28].[CH3:29][CH2:30][O:31][CH2:32][CH3:33]>>[c:2]1([CH:26]=[O:27])[cH:3][c:4]([CH2:8][CH2:9][OH:10])[cH:5][cH:6][cH:7]1. The reactants are CSC(=NCCSCc1cc2ccc(CN(C)C)cc2o1)NC#N, CN, CCO. The product is CN=C(NC#N)NCCSCc1cc2ccc(CN(C)C)cc2o1. As a reaction SMILES: [C:1](#[N:2])[NH:3][C:4]([S:5][CH3:6])=[N:7][CH2:8][CH2:9][S:10][CH2:11][c:12]1[o:13][c:14]2[c:15]([cH:16]1)[cH:17][cH:18][c:19]([CH2:21][N:22]([CH3:23])[CH3:24])[cH:20]2.[CH3:25][NH2:26].[CH3:27][CH2:28][OH:29]>>[C:1](#[N:2])[NH:3][C:4]([NH:7][CH2:8][CH2:9][S:10][CH2:11][c:12]1[o:13][c:14]2[c:15]([cH:16]1)[cH:17][cH:18][c:19]([CH2:21][N:22]([CH3:23])[CH3:24])[cH:20]2)=[N:26][CH3:25]. Starting materials: COC=1C=C(C=CC1)B(O)O (3-(methoxy)phenylboronic acid), [OH-].[Na+] (sodium hydroxide), Cl.N12C[C@@H](C(CC1)CC2)NC(=O)C=2OC1=C(C2)C=C(C=C1)Br (N-[(3R)-1-Azabicyclo[2.2.2]oct-3-yl]-5-bromo-1-benzofuran-2-carboxamide hydrochloride). The reagents and catalysts are C1=CC=C(C=C1)P([C-]2C=CC=C2)C3=CC=CC=C3.C1=CC=C(C=C1)P([C-]2C=CC=C2)C3=CC=CC=C3.Cl[Pd]Cl.[Fe+2] (PdCl2(dppf)). Solvent: CN(C)C=O (DMF). Reaction conditions: temperature 90 celsius. The product is Cl.N12C[C@@H](C(CC1)CC2)NC(=O)C=2OC1=C(C2)C=C(C=C1)C1=CC(=CC=C1)OC (N-[(3R)-1-Azabicyclo[2.2.2]oct-3-yl]-5-[3-(methoxy)phenyl]-1-benzofuran-2-carboxamide hydrochloride). As a reaction SMILES: [CH3:1][O:2][C:3]1[CH:4]=[C:5](B(O)O)[CH:6]=[CH:7][CH:8]=1.[OH-].[Na+].[ClH:14].[N:15]12[CH2:22][CH2:21][CH:18]([CH2:19][CH2:20]1)[C@@H:17]([NH:23][C:24]([C:26]1[O:27][C:28]3[CH:34]=[CH:33][C:32](Br)=[CH:31][C:29]=3[CH:30]=1)=[O:25])[CH2:16]2>CN(C=O)C.C1C=CC(P(C2C=CC=CC=2)[C-]2C=CC=C2)=CC=1.C1C=CC(P(C2C=CC=CC=2)[C-]2C=CC=C2)=CC=1.Cl[Pd]Cl.[Fe+2]>[ClH:14].[N:15]12[CH2:22][CH2:21][CH:18]([CH2:19][CH2:20]1)[C@@H:17]([NH:23][C:24]([C:26]1[O:27][C:28]3[CH:34]=[CH:33][C:32]([C:7]4[CH:6]=[CH:5][CH:4]=[C:3]([O:2][CH3:1])[CH:8]=4)=[CH:31][C:29]=3[CH:30]=1)=[O:25])[CH2:16]2 |f:1.2,3.4,6.7.8.9,10.11|. Procedure: 130 mg (0.86 mmol) of 3-(methoxy)phenylboronic acid and 2.15 ml of 1N sodium hydroxide solution are added to a mixture of 250 mg (0.72 mmol) of N-[(3R)-1-azabicyclo[2.2.2]oct-3-yl]-5-bromo-1-benzofuran-2-carboxamide (Example 3A) and 52 mg (0.07 mmol) of PdCl2(dppf) in 3 ml of DMF. The reaction mixture is heated at 90° C. overnight. The solvent is removed under reduced pressure, and the crude product is taken up in methanol and filtered through kieselguhr. Purification takes place by preparative ... The reactants are BrC=1C=C(C=CC1)C1(N=C(C2=C(C=C(C=C12)Cl)F)N)C1=CC(=NC=C1)C (1-(3-Bromophenyl)-6-chloro-4-fluoro-1-(2-methylpyridin-4-yl)-1H-isoindol-3-amine), N1=CN=CC(=C1)B(O)O (pyrimidine-5-boronic acid), C([O-])([O-])=O.[K+].[K+] (potassium carbonate). The reagents and catalysts are C1=CC=C(C=C1)P([C-]2C=CC=C2)C3=CC=CC=C3.C1=CC=C(C=C1)P([C-]2C=CC=C2)C3=CC=CC=C3.Cl[Pd]Cl.[Fe+2] ([1,1′-bis (diphenylphosphino)ferrocene]palladium(II) chloride). Run in O (water), CN(C)C=O (DMF). Conditions: temperature 90 celsius, time 2 hour. Product: ClC1=CC(=C2C(=NC(C2=C1)(C1=CC(=CC=C1)C=1C=NC=NC1)C1=CC(=NC=C1)C)N)F (6-Chloro-4-fluoro-1-(2-methylpyridin-4-yl)-1-(3-(pyrimidin-5-yl)phenyl)-1H-isoindol-3-amine). The yield is 31.1%. Reaction SMILES: Br[C:2]1[CH:3]=[C:4]([C:8]2([C:20]3[CH:25]=[CH:24][N:23]=[C:22]([CH3:26])[CH:21]=3)[C:16]3[C:11](=[C:12]([F:18])[CH:13]=[C:14]([Cl:17])[CH:15]=3)[C:10]([NH2:19])=[N:9]2)[CH:5]=[CH:6][CH:7]=1.[N:27]1[CH:32]=[C:31](B(O)O)[CH:30]=[N:29][CH:28]=1.C(=O)([O-])[O-].[K+].[K+]>CN(C=O)C.O.C1C=CC(P(C2C=CC=CC=2)[C-]2C=CC=C2)=CC=1.C1C=CC(P(C2C=CC=CC=2)[C-]2C=CC=C2)=CC=1.Cl[Pd]Cl.[Fe+2]>[Cl:17][C:14]1[CH:15]=[C:16]2[C:11]([C:10]([NH2:19])=[N:9][C:8]2([C:20]2[CH:25]=[CH:24][N:23]=[C:22]([CH3:26])[CH:21]=2)[C:4]2[CH:5]=[CH:6][CH:7]=[C:2]([C:31]3[CH:32]=[N:27][CH:28]=[N:29][CH:30]=3)[CH:3]=2)=[C:12]([F:18])[CH:13]=1 |f:2.3.4,7.8.9.10|. Reported procedure: 1-(3-Bromophenyl)-6-chloro-4-fluoro-1-(2-methylpyridin-4-yl)-1H-isoindol-3-amine (1 g, 2.32 mmol), pyrimidine-5-boronic acid (0.316 g, 2.55 mmol) and [1,1′-bis (diphenylphosphino)ferrocene]palladium(II) chloride (0.096 g, 0.12 mmol) were dissolved in DMF (10 mL) and heated to 90° C. Then aqueous potassium carbonate (3.48 mL, 6.97 mmol) was added and the resulting mixture was stirred at 120° C. for 2 h. When cooled to rt the mixture was diluted with water (50 mL) and extracted with DCM (3×50 mL).... Reactants: [C-]#N, CC#N, [K+], OCC(CO)(CO)CBr. Product: N#CCC(CO)(CO)CO. As a reaction SMILES: [C-:1]#[N:2].[CH3:13][C:14]#[N:15].[K+:3].[OH:4][CH2:5][C:6]([CH2:7][Br:8])([CH2:9][OH:10])[CH2:11][OH:12]>>[C:1](#[N:2])[CH2:7][C:6]([CH2:5][OH:4])([CH2:9][OH:10])[CH2:11][OH:12]. The reactants are ClC(Cl)Cl, CC(C)(CO)CS(N)(=O)=O, Cc1ccc(S(=O)(=O)Cl)cc1, c1ccncc1. The product is Cc1ccc(S(=O)(=O)OCC(C)(C)CS(N)(=O)=O)cc1. Reaction SMILES: [CH:22]([Cl:23])([Cl:24])[Cl:25].[OH:1][CH2:2][C:3]([CH2:4][S:5](=[O:6])(=[O:7])[NH2:8])([CH3:9])[CH3:10].[c:11]1([CH3:21])[cH:12][cH:13][c:14]([S:17](=[O:18])(=[O:19])[Cl:20])[cH:15][cH:16]1.[cH:26]1[cH:27][cH:28][n:29][cH:30][cH:31]1>>[O:1]([CH2:2][C:3]([CH2:4][S:5](=[O:6])(=[O:7])[NH2:8])([CH3:9])[CH3:10])[S:17]([c:14]1[cH:13][cH:12][c:11]([CH3:21])[cH:16][cH:15]1)(=[O:18])=[O:19].